Dataset: the Open Reaction Database (ORD), a public repository of structured organic reaction records. Task: describe an organic reaction: reactants, conditions, products, and yield Starting materials: C(C)(C)(C)OC(=O)N1CCC(=CC1)C1=NC(=C(C=2N1C=NN2)C2=CC(=CC=C2)C(F)(F)F)C2=CC(=NC=C2)N[C@@H](C)C2=CC=CC=C2 (5-(1-(t-Butoxycarbonyl)-1,2,3,6-tetrahydropyrid-4-yl)-7-(2-(1(S)-phenylethyl)amino-4-pyridyl)-8-(3-(trifluoromethyl)phenyl)-1,2,4-triazolo[4,3-c]pyrimidine). The reagents and catalysts are [Pt]=O (platinum oxide). The solvent is C(C)O (ethanol). The product is C(C)(C)(C)OC(=O)N1CCC(CC1)C1=NC(=C(C=2N1C=NN2)C2=CC(=CC=C2)C(F)(F)F)C2=CC(=NC=C2)N[C@@H](C)C2=CC=CC=C2 (5-(1-(t-butoxycarbonyl)piperidin-4-yl)-7-(2-(1(S)-phenylethyl)amino-4-pyridyl)-8-(3-(trifluoromethyl)phenyl)-1,2,4-triazolo[4,3-c]pyrimidine). Reaction SMILES: [C:1]([O:5][C:6]([N:8]1[CH2:13][CH:12]=[C:11]([C:14]2[N:19]3[CH:20]=[N:21][N:22]=[C:18]3[C:17]([C:23]3[CH:28]=[CH:27][CH:26]=[C:25]([C:29]([F:32])([F:31])[F:30])[CH:24]=3)=[C:16]([C:33]3[CH:38]=[CH:37][N:36]=[C:35]([NH:39][C@H:40]([C:42]4[CH:47]=[CH:46][CH:45]=[CH:44][CH:43]=4)[CH3:41])[CH:34]=3)[N:15]=2)[CH2:10][CH2:9]1)=[O:7])([CH3:4])([CH3:3])[CH3:2]>C(O)C.[Pt]=O>[C:1]([O:5][C:6]([N:8]1[CH2:13][CH2:12][CH:11]([C:14]2[N:19]3[CH:20]=[N:21][N:22]=[C:18]3[C:17]([C:23]3[CH:28]=[CH:27][CH:26]=[C:25]([C:29]([F:31])([F:32])[F:30])[CH:24]=3)=[C:16]([C:33]3[CH:38]=[CH:37][N:36]=[C:35]([NH:39][C@H:40]([C:42]4[CH:43]=[CH:44][CH:45]=[CH:46][CH:47]=4)[CH3:41])[CH:34]=3)[N:15]=2)[CH2:10][CH2:9]1)=[O:7])([CH3:2])([CH3:3])[CH3:4]. Procedure: 5-(1-(t-Butoxycarbonyl)-1,2,3,6-tetrahydropyrid-4-yl)-7-(2-(1(S)-phenylethyl)amino-4-pyridyl)-8-(3-(trifluoromethyl)phenyl)-1,2,4-triazolo[4,3-c]pyrimidine (0.12 g, 0.2 mmol) and platinum oxide (0.03 g, 0.13 mmol) were combined in ethanol (5 ml) and maintained at room temperature under an atmosphere of hydrogen for 18 hours. The catalyst was removed by filtration and the filtrate was concentrated to a syrup. The residue was purified by column chromatography on silica gel (30% ethyl acetate in he... Reactants: [N+](=O)([O-])C1=CC=C(C=C1)C(C)=O (1-(4-nitrophenyl)ethanone), COC(OC)OC (trimethoxymethane), CO (MeOH). The reagents and catalysts are CC1=CC=C(C=C1)S(=O)(=O)O (4-methylbenzenesulfonic acid), C(=O)([O-])[O-].[Na+].[Na+] (Na2CO3). Conditions: time 72 hour. Yields the product COC(C)(OC)C1=CC=C(C=C1)[N+](=O)[O-] (1-(1,1-Dimethoxyethyl)-4-nitrobenzene). Yield: 100.0%. Reaction SMILES: [N+:1]([C:4]1[CH:9]=[CH:8][C:7]([C:10](=[O:12])[CH3:11])=[CH:6][CH:5]=1)([O-:3])=[O:2].[CH3:13][O:14]C(OC)OC.[CH3:20]O>CC1C=CC(S(O)(=O)=O)=CC=1.C([O-])([O-])=O.[Na+].[Na+]>[CH3:20][O:12][C:10]([C:7]1[CH:6]=[CH:5][C:4]([N+:1]([O-:3])=[O:2])=[CH:9][CH:8]=1)([O:14][CH3:13])[CH3:11] |f:4.5.6|. Procedure details: To a solution of 1-(4-nitrophenyl)ethanone (5 g, 30 mmol) in MeOH was added trimethoxymethane (3.2 g, 30 mmol) followed by 4-methylbenzenesulfonic acid (29 mg, 0.15 mmol). The mixture was stirred for 72 h and quenched by adding solid Na2CO3 (16 mg, 0.15 mmol). Stirring was continued for 30 min and the mixture was filtered through a neutral alumina pad. The filtrate was concentrated and the crude product was re-crystallized with MeOH to afford the title compound as a white solid (6.4 g, 100%). MS... Reactants: C(#N)C=1C(=C(SC1C1=CC(=NC=C1)F)C(=O)N(C)OC)C1=C(C=C(C=C1)Cl)Cl (4-cyano-3-(2,4-dichlorophenyl)-5-(2-fluoropyridin-4-yl)-N-methoxy-N-methylthiophene-2-carboxamide), O1CCCC1 (tetrahydrofuran), C[Li] (Methyllithium). Solvent: C(C)OCC (diethylether). Run at temperature -78 celsius, time 30 minute. Yields the product C(C)(=O)C1=C(C(=C(S1)C1=CC(=NC=C1)F)C#N)C1=C(C=C(C=C1)Cl)Cl (5-acetyl-4-(2,4-dichlorophenyl)-2-(2-fluoropyridin-4-yl)thiophene-3-carbonitrile). RXN SMILES: [C:1]([C:3]1[C:4]([C:21]2[CH:26]=[CH:25][C:24]([Cl:27])=[CH:23][C:22]=2[Cl:28])=[C:5]([C:15](N(OC)C)=[O:16])[S:6][C:7]=1[C:8]1[CH:13]=[CH:12][N:11]=[C:10]([F:14])[CH:9]=1)#[N:2].O1CCC[CH2:30]1.C[Li]>C(OCC)C>[C:15]([C:5]1[S:6][C:7]([C:8]2[CH:13]=[CH:12][N:11]=[C:10]([F:14])[CH:9]=2)=[C:3]([C:1]#[N:2])[C:4]=1[C:21]1[CH:26]=[CH:25][C:24]([Cl:27])=[CH:23][C:22]=1[Cl:28])(=[O:16])[CH3:30]. Procedure details: To a flame dried flask were placed 4-cyano-3-(2,4-dichlorophenyl)-5-(2-fluoropyridin-4-yl)-N-methoxy-N-methylthiophene-2-carboxamide (1.45 g, 3.32 mmol) and tetrahydrofuran (90 mL, 1000 mmol) under argon. The solution was cooled to −78° C. and Methyllithium (4.653 mmol, 4.653 mmol) in diethylether (1.6M) solution was added. After addition, the mixture was kept at this temperature for 30 min. The mixture was quenched by ammonium chloride solution. The mixture was extracted with EtOAc and the orga... Product: CCOC(=O)C=CC#Cc1ccc(C(=O)OC)cc1. Starting materials: CCOC(=O)C=CI, C#Cc1ccc(C(=O)OC)cc1. As a reaction SMILES: [CH2:13]([CH3:14])[O:15][C:16]([CH:17]=[CH:18][I:19])=[O:20].[CH3:1][O:2][C:3]([c:4]1[cH:5][cH:6][c:7]([C:10]#[CH:11])[cH:8][cH:9]1)=[O:12]>>[CH3:1][O:2][C:3]([c:4]1[cH:5][cH:6][c:7]([C:10]#[C:11][CH:18]=[CH:17][C:16]([O:15][CH2:13][CH3:14])=[O:20])[cH:8][cH:9]1)=[O:12]. The reactants are N1(CCNCC1)CCC(=O)OCC1=CC=CC=C1 (benzyl 3-(1-piperazinyl)propionate), C(C)(C)(C)OC(=O)NCC1=CC=C(C=C1)N1C(OC(C1)C(=O)O)=O (3-(4-tert-butoxycarbonylaminomethylphenyl)-2-oxo-5-oxazolidinecarboxylic acid). Product: C(C)(C)(C)OC(=O)NCC1=CC=C(C=C1)N1C(OC(C1)C(=O)N1CCN(CC1)CCC(=O)OCC1=CC=CC=C1)=O (benzyl 3-{1-[3-(4-tert-butoxycarbonylaminomethylphenyl)-2-oxo-5-oxazolidinylcarbonyl]-4-piperazinyl}propionate). Reaction SMILES: [N:1]1([CH2:7][CH2:8][C:9]([O:11][CH2:12][C:13]2[CH:18]=[CH:17][CH:16]=[CH:15][CH:14]=2)=[O:10])[CH2:6][CH2:5][NH:4][CH2:3][CH2:2]1.[C:19]([O:23][C:24]([NH:26][CH2:27][C:28]1[CH:33]=[CH:32][C:31]([N:34]2[CH2:38][CH:37]([C:39](O)=[O:40])[O:36][C:35]2=[O:42])=[CH:30][CH:29]=1)=[O:25])([CH3:22])([CH3:21])[CH3:20]>>[C:19]([O:23][C:24]([NH:26][CH2:27][C:28]1[CH:33]=[CH:32][C:31]([N:34]2[CH2:38][CH:37]([C:39]([N:4]3[CH2:5][CH2:6][N:1]([CH2:7][CH2:8][C:9]([O:11][CH2:12][C:13]4[CH:18]=[CH:17][CH:16]=[CH:15][CH:14]=4)=[O:10])[CH2:2][CH2:3]3)=[O:40])[O:36][C:35]2=[O:42])=[CH:30][CH:29]=1)=[O:25])([CH3:22])([CH3:20])[CH3:21]. Reported procedure: In analogy to Example 4, reaction of benzyl 3-(1-piperazinyl)propionate and 3-(4-tert-butoxycarbonylaminomethylphenyl)-2-oxo-5-oxazolidinecarboxylic acid gives benzyl 3-{1-[3-(4-tert-butoxycarbonylaminomethylphenyl)-2-oxo-5-oxazolidinylcarbonyl]-4-piperazinyl}propionate, m.p. 128°-130°. Reactants: C1(=CC=CC=C1)C (toluene), COC1=C(N)C=CC=C1 (2-methoxyaniline), C(=O)C(C(=O)[O-])C1=CC=CC=C1 (formylphenylacetate), C1(=CC=CC=C1)C (toluene), Cl (HCl). Yields the product COC1=C(N\C=C(/C(=O)OCC)\C2=CC=CC=C2)C=CC=C1 (Ethyl (Z)-3-(2-methoxyanilino)-2-phenyl-2-propenoate). The yield is 68.0%. RXN SMILES: [CH3:1][O:2][C:3]1[CH:9]=[CH:8][CH:7]=[CH:6][C:4]=1[NH2:5].[CH:10]([CH:12]([C:16]1[CH:21]=[CH:20][CH:19]=[CH:18][CH:17]=1)[C:13]([O-:15])=[O:14])=O.Cl.[C:23]1(C)C=CC=C[CH:24]=1>>[CH3:1][O:2][C:3]1[CH:9]=[CH:8][CH:7]=[CH:6][C:4]=1[NH:5]/[CH:10]=[C:12](/[C:16]1[CH:21]=[CH:20][CH:19]=[CH:18][CH:17]=1)\[C:13]([O:15][CH2:23][CH3:24])=[O:14]. Reported procedure: A solution of 2-methoxyaniline (1.20 ml, 10.64 mmol) and ethyl ∀-formylphenylacetate (2.25 g, 1.1 eq) in toluene (20 ml ) is refluxed for 18 hours. After cooling, the reaction mixture is diluted with toluene (10 ml) and then acidified with 10% HCl. After extraction, the organic phase obtained is dried over MgSO4 and then evaporated under reduced pressure. The residue is purified by chromatography on a column of silica (eluent: CH2Cl2) to give 2.15 g (68%) of compound 3 (Z isomer) in the form of ... Reactants: C1CCC2=NCCCN2CC1 (1,5-diazabicyclo[5.4.0]-5-undecene), ClC1=C(C(=O)O)C=CC=C1 (2-chlorobenzoic acid), ClC1=C(C(=O)NCCOC)C=C(C(=C1)Cl)S(N)(=O)=O (2,4-dichloro-N-(2-methoxyethyl)-5-sulfamoylbenzamide), N,N′-carbonyldiimidazole. Solvent: O1CCCC1 (tetrahydrofuran). Conditions: time 30 minute. Product: ClC1=C(C(=O)NCCOC)C=C(C(=C1)Cl)S(NC(C1=C(C=CC=C1)Cl)=O)(=O)=O (2,4-Dichloro-5-(2-Chlorobenzoylsulfamoyl)-N-(2-Methoxyethyl)Benzamide). As a reaction SMILES: [Cl:1][C:2]1[CH:10]=[CH:9][CH:8]=[CH:7][C:3]=1[C:4](O)=[O:5].[Cl:11][C:12]1[CH:24]=[C:23]([Cl:25])[C:22]([S:26](=[O:29])(=[O:28])[NH2:27])=[CH:21][C:13]=1[C:14]([NH:16][CH2:17][CH2:18][O:19][CH3:20])=[O:15].C1CCN2C(=NCCC2)CC1>O1CCCC1>[Cl:11][C:12]1[CH:24]=[C:23]([Cl:25])[C:22]([S:26](=[O:28])(=[O:29])[NH:27][C:4](=[O:5])[C:3]2[CH:7]=[CH:8][CH:9]=[CH:10][C:2]=2[Cl:1])=[CH:21][C:13]=1[C:14]([NH:16][CH2:17][CH2:18][O:19][CH3:20])=[O:15]. Procedure: At room temperature, 1.0 g (6.1 mmol) of 2-chlorobenzoic acid are dissolved in 120 ml of tetrahydrofuran and mixed with 1.0 g (6.1 mmol) of N,N′-carbonyldiimidazole. After 30 minutes at room temperature and a further 30 minutes at reflux temperature, 2.0 g (6.1 mmol) of 2,4-dichloro-N-(2-methoxyethyl)-5-sulfamoylbenzamide are added at reflux temperature. After 10 minutes, 0.9 g (6.1 mmol) of 1,5-diazabicyclo[5.4.0]-5-undecene are added and the mixture is kept at reflux temperature for a further ...